From a dataset of the Open Reaction Database (ORD), a public repository of structured organic reaction records. describe an organic reaction: reactants, conditions, products, and yield Procedure: (5′-Cyanomethyl-2′-methoxy-4-trifluoromethyl-biphenyl-2-ylmethyl)-ethyl-carbamic acid benzyl ester (0.209 g, 0.43 mmol), azidotrimethylsilane (0.07 mL, 0.52 mmol), and dibutyltin oxide (0.015 g, 0.04 mmol) were combined in toluene (2.1 mL) and stirred at 110° C. overnight Analytical LCMS indicated that the reaction wasn't proceeding, so additional azidotrimethylsilane (0.04 mL, 0.26 mmol), and dibutyltin oxide (catalytic) was added, and the reaction was stirred at 100° C. overnight. The mixture ... The product is C(C1=CC=CC=C1)OC(N(CC1=C(C=CC(=C1)C(F)(F)F)C1=C(C=CC(=C1)CC=1N=NNN1)OC)CC)=O (Ethyl-[2′-methoxy-5′-(2H-tetrazol-5-ylmethyl)-4-trifluoromethyl-biphenyl-2-ylmethyl]-carbamic acid benzyl ester). Reaction conditions: temperature 110 celsius, time 8 hour. Reactants: C(C1=CC=CC=C1)OC(N(CC)CC1=C(C=CC(=C1)C(F)(F)F)C1=C(C=CC(=C1)CC#N)OC)=O ((5′-Cyanomethyl-2′-methoxy-4-trifluoromethyl-biphenyl-2-ylmethyl)-ethyl-carbamic acid benzyl ester), N(=[N+]=[N-])[Si](C)(C)C (azidotrimethylsilane), C(CCC)[Sn](CCCC)=O (dibutyltin oxide), N(=[N+]=[N-])[Si](C)(C)C (azidotrimethylsilane), C(CCC)[Sn](CCCC)=O (dibutyltin oxide). RXN SMILES: [CH2:1]([O:8][C:9](=[O:35])[N:10]([CH2:13][C:14]1[CH:19]=[C:18]([C:20]([F:23])([F:22])[F:21])[CH:17]=[CH:16][C:15]=1[C:24]1[CH:29]=[C:28]([CH2:30][C:31]#[N:32])[CH:27]=[CH:26][C:25]=1[O:33][CH3:34])[CH2:11][CH3:12])[C:2]1[CH:7]=[CH:6][CH:5]=[CH:4][CH:3]=1.[N:36]([Si](C)(C)C)=[N+:37]=[N-:38].C([Sn](=O)CCCC)CCC>C1(C)C=CC=CC=1>[CH2:1]([O:8][C:9](=[O:35])[N:10]([CH2:11][CH3:12])[CH2:13][C:14]1[CH:19]=[C:18]([C:20]([F:21])([F:22])[F:23])[CH:17]=[CH:16][C:15]=1[C:24]1[CH:29]=[C:28]([CH2:30][C:31]2[N:36]=[N:37][NH:38][N:32]=2)[CH:27]=[CH:26][C:25]=1[O:33][CH3:34])[C:2]1[CH:3]=[CH:4][CH:5]=[CH:6][CH:7]=1. The solvent is C1(=CC=CC=C1)C (toluene).